Dataset: the Open Reaction Database (ORD), a public repository of structured organic reaction records. Task: describe an organic reaction: reactants, conditions, products, and yield The reactants are Cl.N[C@@H]1CC[C@H](CC1)NC(=O)C1=C(NC2=C1N=CN=C2C2=C(C=CC(=C2)CC)OCC2CC2)C (N-(trans-4-aminocyclohexyl)-4-[2-(cyclopropylmethoxy)-5-ethylphenyl]-6-methyl-5H-pyrrolo[3,2-d]pyrimidine-7-carboxamide hydrochloride), C(C)(=O)O[C@H](C(=O)Cl)C ((2S)-1-chloro-1-oxopropan-2-yl acetate). Product: C1(CC1)COC1=C(C=C(C=C1)CC)C=1C2=C(N=CN1)C(=C(N2)C)C(=O)N[C@@H]2CC[C@H](CC2)NC([C@H](C)O)=O (4-[2-(Cyclopropylmethoxy)-5-ethylphenyl]-N-(trans-4-{[(2S)-2-hydroxypropanoyl]amino}cyclohexyl)-6-methyl-5H-pyrrolo[3,2-d]pyrimidine-7-carboxamide). As a reaction SMILES: Cl.[NH2:2][C@H:3]1[CH2:8][CH2:7][C@H:6]([NH:9][C:10]([C:12]2[C:16]3[N:17]=[CH:18][N:19]=[C:20]([C:21]4[CH:26]=[C:25]([CH2:27][CH3:28])[CH:24]=[CH:23][C:22]=4[O:29][CH2:30][CH:31]4[CH2:33][CH2:32]4)[C:15]=3[NH:14][C:13]=2[CH3:34])=[O:11])[CH2:5][CH2:4]1.C([O:38][C@@H:39]([CH3:43])[C:40](Cl)=[O:41])(=O)C>>[CH:31]1([CH2:30][O:29][C:22]2[CH:23]=[CH:24][C:25]([CH2:27][CH3:28])=[CH:26][C:21]=2[C:20]2[C:15]3[NH:14][C:13]([CH3:34])=[C:12]([C:10]([NH:9][C@H:6]4[CH2:7][CH2:8][C@H:3]([NH:2][C:40](=[O:41])[C@@H:39]([OH:38])[CH3:43])[CH2:4][CH2:5]4)=[O:11])[C:16]=3[N:17]=[CH:18][N:19]=2)[CH2:32][CH2:33]1 |f:0.1|. Procedure: Starting from N-(trans-4-aminocyclohexyl)-4-[2-(cyclopropylmethoxy)-5-ethylphenyl]-6-methyl-5H-pyrrolo[3,2-d]pyrimidine-7-carboxamide hydrochloride (example D.f49) and commercially available (2S)-1-chloro-1-oxopropan-2-yl acetate the title compound is obtained as colorless solid. The reactants are COC12CC3CC(C1)C(C(=O)O)(C3)C2, ClC(Cl)Cl, [N-]=[N+]=[N-], [Na+], O, O=S(=O)(O)O. The product is COC12CC3CC(C1)C(N)(C3)C2. RXN SMILES: [CH3:1][O:2][C:3]12[CH2:4][C:5]3([C:12]([OH:13])=[O:14])[CH2:6][CH:7]([CH2:8][CH:9]3[CH2:10]1)[CH2:11]2.[Cl:24][CH:25]([Cl:26])[Cl:27].[N-:20]=[N+:21]=[N-:22].[Na+:23].[OH2:28].[S:15](=[O:16])(=[O:17])([OH:18])[OH:19]>>[CH3:1][O:2][C:3]12[CH2:4][C:5]3([NH2:20])[CH2:6][CH:7]([CH2:8][CH:9]3[CH2:10]1)[CH2:11]2.